Task: describe an organic reaction: reactants, conditions, products, and yield. Dataset: the Open Reaction Database (ORD), a public repository of structured organic reaction records Reactants: ClC1=CC(=NC=N1)OC1=CC=C(N)C=C1 (4-(6-chloro-pyrimidin-4-yl-oxy)-aniline), C(C)(C)(C)C1=CC=C(C=C1)N=C=O (4-tertbutylphenyl isocyanate). Solvent: C1CCOC1 (THF), C1CCOC1 (THF), CCOC(=O)C (AcOEt). Conditions: time 1 hour. Yields the product ClC1=CC(=NC=N1)OC1=CC=C(C=C1)NC(=O)NC1=CC=C(C=C1)C(C)(C)C (N-(4-(6-Chloropyrimidin-4vl-oxy)-phenyl)-N′-(4-tert-butylphenyl)-urea). RXN SMILES: [Cl:1][C:2]1[N:7]=[CH:6][N:5]=[C:4]([O:8][C:9]2[CH:15]=[CH:14][C:12]([NH2:13])=[CH:11][CH:10]=2)[CH:3]=1.[C:16]([C:20]1[CH:25]=[CH:24][C:23]([N:26]=[C:27]=[O:28])=[CH:22][CH:21]=1)([CH3:19])([CH3:18])[CH3:17]>C1COCC1.CCOC(C)=O>[Cl:1][C:2]1[N:7]=[CH:6][N:5]=[C:4]([O:8][C:9]2[CH:15]=[CH:14][C:12]([NH:13][C:27]([NH:26][C:23]3[CH:24]=[CH:25][C:20]([C:16]([CH3:19])([CH3:18])[CH3:17])=[CH:21][CH:22]=3)=[O:28])=[CH:11][CH:10]=2)[CH:3]=1. Reported procedure: To a solution of 4-(6-chloro-pyrimidin-4-yl-oxy)-aniline (Stage 21.1; 3.77 g, 15 mmol) in THF (55 ml) under N2-atmosphere, 4-tertbutylphenyl isocyanate (5.26 g, 30 mmol) dissolved in THF (5 ml) is added. During stirring for 1 h at rt a suspension is formed. The mixture is then re-dissolved in AcOEt and a solution of NaHCO3 in water, the aqueous layer separated off and extracted twice with AcOEt. The organic phases are washed with water and brine, dried (Na2SO4) and concentrated in vacuo. Stirrin... Reactants: ClC=1C=CC(=C(C1)C=1NC(=CC1C#N)C1=NC(=NC=C1)NC)C (2-(5-chloro-2-methyl-phenyl)-5-(2-methylamino-pyrimidin-4-yl)-1H-pyrrole-3-carbonitrile), O (water), N (ammonia), O (water), S(O)(O)(=O)=O (sulfuric acid). The solvent is C(=O)(C(F)(F)F)O (TFA). Conditions: temperature 70 celsius, time 8 hour. The product is ClC=1C=CC(=C(C1)C=1NC(=CC1C(=O)N)C1=NC(=NC=C1)NC)C (2-(5-Chloro-2-methyl-phenyl)-5-(2-methylamino-pyrimidin-4-yl)-1H-pyrrole-3-carboxamide). Isolated yield 88.0%. Reaction SMILES: [Cl:1][C:2]1[CH:3]=[CH:4][C:5]([CH3:23])=[C:6]([C:8]2[NH:9][C:10]([C:15]3[CH:20]=[CH:19][N:18]=[C:17]([NH:21][CH3:22])[N:16]=3)=[CH:11][C:12]=2[C:13]#[N:14])[CH:7]=1.O.S(=O)(=O)(O)[OH:26].N>C(O)(C(F)(F)F)=O>[Cl:1][C:2]1[CH:3]=[CH:4][C:5]([CH3:23])=[C:6]([C:8]2[NH:9][C:10]([C:15]3[CH:20]=[CH:19][N:18]=[C:17]([NH:21][CH3:22])[N:16]=3)=[CH:11][C:12]=2[C:13]([NH2:14])=[O:26])[CH:7]=1. Procedure details: To a solution of 2-(5-chloro-2-methyl-phenyl)-5-(2-methylamino-pyrimidin-4-yl)-1H-pyrrole-3-carbonitrile (1.15 g, 3.55 mmol) in TFA (15.0 mL) were sequentially added water (2.25 mL) and 98% sulfuric acid (4.5 mL) under efficient stirring. The mixture was allowed to stir for 8 h at 70° C. and then was diluted by drop wise addition of water (45 mL). The reaction mixture was made basic (pH 10-12) by adding 30% aqueous ammonia (15 mL) under stirring. The precipitated solid was collected by filtratio... Reactants: [Si](C(=O)O)(c1ccccc1)(c1ccccc1)C, [Si](CC)(CC)CC, c1c(cc2c(c1OCc1ccccc1)CN(CC2)C(OC(C)(C)C)=O)Br. The reagents and catalysts are c1ccc(cc1)-c2c3ccccc3cc4ccccc24 (9-Phenylanthracene), CCN(C(C)C)C(C)C (DIPEA), O1c2c(C(c3c1c(ccc3)P(c1ccccc1)c1ccccc1)(C)C)cccc2P(c1ccccc1)c1ccccc1.Cl[Pd]Cl (Pd(Xant)Cl2). Run in CN(C)C=O  (DMF). Run at temperature 80 celsius, time 18 hour. Product: CC(C)(C)OC(=O)N1CCc2cc(C=O)cc(OCc3ccccc3)c2C1. RXN SMILES: CC[SiH](CC)CC.C[Si](c1ccccc1)(c2ccccc2)[C:1](O)=[O:2].[CH3:3][C:4]([O:7][C:8]([N:10]1[CH2:27][c:26]([c:13]2[CH2:12][CH2:11]1)[c:17]([O:18][CH2:19][c:20]3[cH:25][cH:24][cH:23][cH:22][cH:21]3)[cH:16][c:15](Br)[cH:14]2)=[O:9])([CH3:6])[CH3:5]>>[CH3:3][C:4]([O:7][C:8]([N:10]1[CH2:27][c:26]([c:13]2[CH2:12][CH2:11]1)[c:17]([O:18][CH2:19][c:20]3[cH:25][cH:24][cH:23][cH:22][cH:21]3)[cH:16][c:15]([CH:1]=[O:2])[cH:14]2)=[O:9])([CH3:6])[CH3:5]. Starting materials: CC=1NC(=C(C(C1C(=O)OCCOC)C1=CC(=CC=C1)NO)C(=O)OC(C)C)C (2-Methoxyethyl 1-Methylethyl 1,4-Dihydro-2,6-dimethyl-4-(3-hydroxylaminophenyl)-3,5-pyridinedicarboxylate), C(C1=CC=CC=C1)=O (benzaldehyde). Yields the product CC=1NC(=C(C(C1C(=O)OCCOC)C1=CC(=CC=C1)/N(=C/C1=CC=CC=C1)=O)C(=O)OC(C)C)C (2-Methoxyethyl 1-Methylethyl 1,4-Dihydro-2,6-dimethyl-4-{3-[(Z)-N-oxo-N-(phenylmethylene)-λ5 -azanyl]phenyl}-3,5-pyridinedicarboxylate). Isolated yield 86.0%. RXN SMILES: [CH3:1][C:2]1[NH:3][C:4]([CH3:29])=[C:5]([C:23]([O:25][CH:26]([CH3:28])[CH3:27])=[O:24])[CH:6]([C:15]2[CH:20]=[CH:19][CH:18]=[C:17]([NH:21][OH:22])[CH:16]=2)[C:7]=1[C:8]([O:10][CH2:11][CH2:12][O:13][CH3:14])=[O:9].[CH:30](=O)[C:31]1[CH:36]=[CH:35][CH:34]=[CH:33][CH:32]=1>>[CH3:1][C:2]1[NH:3][C:4]([CH3:29])=[C:5]([C:23]([O:25][CH:26]([CH3:27])[CH3:28])=[O:24])[CH:6]([C:15]2[CH:20]=[CH:19][CH:18]=[C:17]([N:21](=[O:22])=[CH:30][C:31]3[CH:36]=[CH:35][CH:34]=[CH:33][CH:32]=3)[CH:16]=2)[C:7]=1[C:8]([O:10][CH2:11][CH2:12][O:13][CH3:14])=[O:9]. Reported procedure: The reaction of hydroxylamine 55 (0.80 g, 2 mmol) with benzaldehyde (56)(0.21 g, 2 mmol) afforded, after workup, a yellow oil. The crude product was purified by flash chromatography with 1:1 ethyl acetate/hexane as the eluant to obtain 0.85 g (1.72 mmol, 86%) of 67 as a light yellow gum; IR (CH2Cl2) 3440, 2975, 1692, 1620, 1552, 1470, 1298, 1212, 1100 cm-1 ; 1H NMR (CDCl3, 60 MHz) δ 1.16 (t, J=6 Hz, 6H), 2.26 (s, 6H), 3.30 (s, 3H), 3.50 (t, J=5 Hz, 2H), 4.16 (t, J=5 Hz, 2H), 4.70-5.06 (m, 2H), 6... The reactants are COc1cc(C(=O)N2CC(CCOC3CCCCO3)(c3ccc(Cl)c(Cl)c3)CC2=O)cc(OC)c1OC, Cc1ccc(S(=O)(=O)O)cc1. Yields the product COc1cc(C(=O)N2CC(CCO)(c3ccc(Cl)c(Cl)c3)CC2=O)cc(OC)c1OC. RXN SMILES: [Cl:1][c:2]1[cH:3][c:4]([C:9]2([CH2:29][CH2:30][O:31][CH:32]3[CH2:33][CH2:34][CH2:35][CH2:36][O:37]3)[CH2:10][C:11](=[O:28])[N:12]([C:14]([c:15]3[cH:16][c:17]([O:25][CH3:26])[c:18]([O:23][CH3:24])[c:19]([O:21][CH3:22])[cH:20]3)=[O:27])[CH2:13]2)[cH:5][cH:6][c:7]1[Cl:8].[c:38]1([CH3:39])[cH:40][cH:41][c:42]([S:43]([OH:44])(=[O:45])=[O:46])[cH:47][cH:48]1>>[Cl:1][c:2]1[cH:3][c:4]([C:9]2([CH2:29][CH2:30][OH:31])[CH2:10][C:11](=[O:28])[N:12]([C:14]([c:15]3[cH:16][c:17]([O:25][CH3:26])[c:18]([O:23][CH3:24])[c:19]([O:21][CH3:22])[cH:20]3)=[O:27])[CH2:13]2)[cH:5][cH:6][c:7]1[Cl:8]. The reactants are BrCCN1N=CC(=C1)C1=CN(C2=CC(=CC=C12)F)S(=O)(=O)C1=CC=CC=C1 (3-(1-(2-bromoethyl)-1H-pyrazol-4-yl)-6-fluoro-1-(phenylsulfonyl)-1H-indole), BrCCN1N=CC(=C1)C1=CN(C2=CC(=CC=C12)F)S(=O)(=O)C1=CC=CC=C1 (3-(1-(2-bromoethyl)-1H-pyrazol-4-yl)-6-fluoro-1-(phenylsulfonyl)-1H-indole), N1CCNCC1 (piperazine). Yields the product FC1=CC=C2C(=CN(C2=C1)S(=O)(=O)C1=CC=CC=C1)C=1C=NN(C1)CCN1CCNCC1 (6-fluoro-1-(phenylsulfonyl)-3-(1-(2-(piperazin-1-yl)ethyl)-1H-pyrazol-4-yl)-1H-indole). The yield is 68.2%. As a reaction SMILES: Br[CH2:2][CH2:3][N:4]1[CH:8]=[C:7]([C:9]2[C:17]3[C:12](=[CH:13][C:14]([F:18])=[CH:15][CH:16]=3)[N:11]([S:19]([C:22]3[CH:27]=[CH:26][CH:25]=[CH:24][CH:23]=3)(=[O:21])=[O:20])[CH:10]=2)[CH:6]=[N:5]1.[NH:28]1[CH2:33][CH2:32][NH:31][CH2:30][CH2:29]1>>[F:18][C:14]1[CH:13]=[C:12]2[C:17]([C:9]([C:7]3[CH:6]=[N:5][N:4]([CH2:3][CH2:2][N:28]4[CH2:33][CH2:32][NH:31][CH2:30][CH2:29]4)[CH:8]=3)=[CH:10][N:11]2[S:19]([C:22]2[CH:27]=[CH:26][CH:25]=[CH:24][CH:23]=2)(=[O:21])=[O:20])=[CH:16][CH:15]=1. Procedure details: Following the general method as outlined in Example 28, starting from 3-(1-(2-bromoethyl)-1H-pyrazol-4-yl)-6-fluoro-1-(phenylsulfonyl)-1H-indole (Intermediate 22; 100 mg; 0.22 mmol) and piperazine (38 mg; 0.44 mmol), 68 mg (68%) of the title compound was obtained as a yellow solid after purification by preparative TLC (DCM/MeOH=10/1).